describe an organic reaction: reactants, conditions, products, and yield From a dataset of the Open Reaction Database (ORD), a public repository of structured organic reaction records. Starting materials: [OH-].[K+] (KOH), C(C)OC(=O)N1[C@H](C[C@H](C2=CC(=C(C=C12)OC)OC)NCC1=CC=CC=C1)C(C)C (cis-4-benzylamino-6,7-dimethoxy-2-isopropyl-3,4-dihydro-2H-quinoline-1-carboxylic acid ethyl ester), N1=CC=CC=C1 (pyridine), ClC(=O)OC (methyl chloroformate). The solvent is O (water), ClCCl (dichloromethane). Reaction conditions: time 8 hour. Yields the product C(C)OC(=O)N1[C@H](C[C@H](C2=CC(=C(C=C12)OC)OC)N(C(=O)OC)CC1=CC=CC=C1)C(C)C (cis-4-(Benzyl-methoxycarbonyl-amino)-2-isopropyl-6,7-dimethoxy-3,4-dihydro-2H-quinoline-1-carboxylic acid ethyl ester). Isolated yield 51.0%. Reaction SMILES: [CH2:1]([O:3][C:4]([N:6]1[C:15]2[C:10](=[CH:11][C:12]([O:18][CH3:19])=[C:13]([O:16][CH3:17])[CH:14]=2)[C@H:9]([NH:20][CH2:21][C:22]2[CH:27]=[CH:26][CH:25]=[CH:24][CH:23]=2)[CH2:8][C@@H:7]1[CH:28]([CH3:30])[CH3:29])=[O:5])[CH3:2].N1C=CC=CC=1.Cl[C:38]([O:40][CH3:41])=[O:39].[OH-].[K+]>ClCCl.O>[CH2:1]([O:3][C:4]([N:6]1[C:15]2[C:10](=[CH:11][C:12]([O:18][CH3:19])=[C:13]([O:16][CH3:17])[CH:14]=2)[C@H:9]([N:20]([CH2:21][C:22]2[CH:27]=[CH:26][CH:25]=[CH:24][CH:23]=2)[C:38]([O:40][CH3:41])=[O:39])[CH2:8][C@@H:7]1[CH:28]([CH3:29])[CH3:30])=[O:5])[CH3:2] |f:3.4|. Reported procedure: To a solution of cis-4-benzylamino-6,7-dimethoxy-2-isopropyl-3,4-dihydro-2H-quinoline-1-carboxylic acid ethyl ester (Example 93) (22 mg, 0.05 mmol) and pyridine (0.50 mL, 6.2 mmol) in anhydrous dichloromethane (1 mL) was added methyl chloroformate (0.10 mL, 1.3 mmol) while cooled in an ice bath. After stirring at room temperature overnight, water (10 mL), and aqueous 2N KOH (10 mL) were added to the reaction mixture. The solution was stirred for 30 min, then the mixture was extracted with ethyl ... Starting materials: [F-].C(CCC)[N+](CCCC)(CCCC)CCCC (tetrabutylammonium fluoride), C1(=CC=CC=C1)S(=O)(=O)N(C1=C(C=C(C=C1)Br)I)S(=O)(=O)C1=CC=CC=C1 (N,N-bisbenzenesulfonyl-(4-bromo-2-iodoaniline)). Solvent: C(C)(=O)OCC (ethyl acetate), Cl (HCl), C1CCOC1 (THF). Run at time 18 hour. Yields the product BrC1=CC(=C(C=C1)NS(=O)(=O)C1=CC=CC=C1)I (N-(4-Bromo-2-iodophenyl)benzenesulfonamide). The yield is 90.2%. As a reaction SMILES: [F-].C([N+](CCCC)(CCCC)CCCC)CCC.[C:19]1([S:25]([N:28](S(C2C=CC=CC=2)(=O)=O)[C:29]2[CH:34]=[CH:33][C:32]([Br:35])=[CH:31][C:30]=2[I:36])(=[O:27])=[O:26])[CH:24]=[CH:23][CH:22]=[CH:21][CH:20]=1>C1COCC1.C(OCC)(=O)C.Cl>[Br:35][C:32]1[CH:33]=[CH:34][C:29]([NH:28][S:25]([C:19]2[CH:24]=[CH:23][CH:22]=[CH:21][CH:20]=2)(=[O:27])=[O:26])=[C:30]([I:36])[CH:31]=1 |f:0.1|. Reported procedure: A solution of tetrabutylammonium fluoride (1 M in THF, 11 mL) in 30 mL of THF was treated with N,N-bisbenzenesulfonyl-(4-bromo-2-iodoaniline) (5.78 g, 10 mmol) in several portions. After 18 hours, the mixture was diluted with of 40 mL of ethyl acetate and 40 mL of 1 N HCl. The phases were separated and the aqueous layer was extracted with two 40 mL portions of ethyl acetate. The combined organic layers were washed with two 20 mL portions of 1 N HCl, two 20 mL portions of saturated aqueous sodium... Starting materials: OC=1C=C2C=C3N(C2=CC1)CCCC3CC(=O)OCC (ethyl 2-(2-hydroxy-6,7,8,9-tetrahydropyrido[1,2-a]indol-9-yl)acetate), C([O-])([O-])=O.[Cs+].[Cs+] (cesium carbonate), ClCC1=CC(=C(C=C1)C1CCCC1)C(F)(F)F (4-(chloromethyl)-1-cyclopentyl-2-(trifluoromethyl)benzene). The solvent is CN(C)C=O (DMF). Run at temperature 75 celsius. The product is C1(CCCC1)C1=C(C=C(COC=2C=C3C=C4N(C3=CC2)CCCC4CC(=O)OCC)C=C1)C(F)(F)F (Ethyl 2-(2-(4-Cyclopentyl-3-(trifluoromethyl)benzyloxy)-6,7,8,9-tetrahydropyrido [1,2-a]indol-9-yl)acetate). Isolated yield 73.2%. As a reaction SMILES: [OH:1][C:2]1[CH:3]=[C:4]2[C:8](=[CH:9][CH:10]=1)[N:7]1[CH2:11][CH2:12][CH2:13][CH:14]([CH2:15][C:16]([O:18][CH2:19][CH3:20])=[O:17])[C:6]1=[CH:5]2.C(=O)([O-])[O-].[Cs+].[Cs+].Cl[CH2:28][C:29]1[CH:34]=[CH:33][C:32]([CH:35]2[CH2:39][CH2:38][CH2:37][CH2:36]2)=[C:31]([C:40]([F:43])([F:42])[F:41])[CH:30]=1>CN(C=O)C>[CH:35]1([C:32]2[CH:33]=[CH:34][C:29]([CH2:28][O:1][C:2]3[CH:3]=[C:4]4[C:8](=[CH:9][CH:10]=3)[N:7]3[CH2:11][CH2:12][CH2:13][CH:14]([CH2:15][C:16]([O:18][CH2:19][CH3:20])=[O:17])[C:6]3=[CH:5]4)=[CH:30][C:31]=2[C:40]([F:41])([F:42])[F:43])[CH2:36][CH2:37][CH2:38][CH2:39]1 |f:1.2.3|. Procedure: To a mixture of ethyl 2-(2-hydroxy-6,7,8,9-tetrahydropyrido[1,2-a]indol-9-yl)acetate (107 mg, 0.391 mmol) and cesium carbonate (191 mg, 0.587 mmol) in DMF (2 mL)was added 4-(chloromethyl)-1-cyclopentyl-2-(trifluoromethyl)benzene (123 mg, 0.47 mmol). The reaction was heated at 75° C. for 5 h and cooled down. The solid was filtered and washed with ethyl acetate. The combined solvent was evaporated, and the residue was purified by silica gel column chromatography to give the title compound (143 mg)...